From a dataset of the Open Reaction Database (ORD), a public repository of structured organic reaction records. describe an organic reaction: reactants, conditions, products, and yield The reactants are C(C)OC(CCC(=O)O)=O (succinic acid ethyl ester), C1=CC=C2C(=C1)C=CC=C2C=O (1-naphthylaldehyde), [H-].[Na+] (sodium hydride). Solvent: C(C)O (ethanol). Yields the product C1(=CC=CC2=CC=CC=C12)C(C(=O)O)C=C (1-naphthyl-3-butenoic acid). RXN SMILES: C(O[C:4](=O)[CH2:5][CH2:6][C:7]([OH:9])=[O:8])C.[CH:11]1[CH:16]=[C:15]2[CH:17]=[CH:18][CH:19]=[C:20](C=O)[C:14]2=[CH:13][CH:12]=1.[H-].[Na+]>C(O)C>[C:16]1([CH:6]([CH:5]=[CH2:4])[C:7]([OH:9])=[O:8])[C:15]2[C:14](=[CH:20][CH:19]=[CH:18][CH:17]=2)[CH:13]=[CH:12][CH:11]=1 |f:2.3|. Reported procedure: To a solution of 8.71 g of succinic acid ethyl ester and 7.81 g of 1-naphthylaldehyde in 50 ml of absolute ethanol was added 3.02 g of a 50% sodium hydride (suspension in oil) under ice-cooling, and then the mixture was heated under reflux for 3 hours. After cooling, the reaction mixture was concentrated under reduced pressure. Water was added to the residue, and the mixture was extracted with diethyl ether to remove neutral materials. The aqueous layer was acidified by adding concentrated hydro... Reactants: C(C)(=O)NN=CC=1C(=NC(=CC1)N1CCN(CC1)C)F (2-Fluoro-6-(4-methyl-1-piperazinyl)pyridine-3-carboxaldehyde acetylhydrazone). Run in CNN (methylhydrazine). Yields the product CN1N=CC=2C1=NC(=CC2)N2CCN(CC2)C (1-Methyl-6-(4-methyl-1-piperazinyl)-1H-pyrazolo[3,4-b]pyridine). Reaction SMILES: [C:1]([NH:4][N:5]=[CH:6][C:7]1[C:8](F)=[N:9][C:10]([N:13]2[CH2:18][CH2:17][N:16]([CH3:19])[CH2:15][CH2:14]2)=[CH:11][CH:12]=1)(=O)C>CNN>[CH3:1][N:4]1[C:8]2=[N:9][C:10]([N:13]3[CH2:18][CH2:17][N:16]([CH3:19])[CH2:15][CH2:14]3)=[CH:11][CH:12]=[C:7]2[CH:6]=[N:5]1. Reported procedure: 2-Fluoro-6-(4-methyl-1-piperazinyl)pyridine-3-carboxaldehyde acetylhydrazone (2.30 g, 8.23 mmole) was warmed at 90° C. in 10 mL of methylhydrazine. After 30 minutes the reaction mixture was concentrated under reduced pressure and the resulting solid triturated with water. The product was filtered off and the aqueous filtrate was extracted three times with CH2Cl2. The CH2Cl2 was evaporated and the residual product was combined with the product that had been previously filtered off and the two wer... Starting materials: CN(C)C=O, C=Cc1ccc(F)c(C(=O)NCc2ccc(Cl)c(OC)c2)c1, Cl[Cu], Cl[Pd]Cl, O. Yields the product COc1cc(CNC(=O)c2cc(C(C)=O)ccc2F)ccc1Cl. As a reaction SMILES: [CH3:23][N:24]([CH3:25])[CH:27]=[O:26].[Cl:1][c:2]1[c:3]([O:21][CH3:22])[cH:4][c:5]([CH2:6][NH:7][C:8]([c:9]2[c:10]([F:17])[cH:11][cH:12][c:13]([CH:15]=[CH2:16])[cH:14]2)=[O:18])[cH:19][cH:20]1.[Cl:29][Cu:30].[Cl:31][Pd:32][Cl:33].[OH2:28]>>[Cl:1][c:2]1[c:3]([O:21][CH3:22])[cH:4][c:5]([CH2:6][NH:7][C:8]([c:9]2[c:10]([F:17])[cH:11][cH:12][c:13]([C:15]([CH3:16])=[O:26])[cH:14]2)=[O:18])[cH:19][cH:20]1. Reactants: COC(=O)C(C)Nc1ccc(Cl)c(Cl)c1, OCC1CCCCC1. Product: CC(Nc1ccc(Cl)c(Cl)c1)C(=O)OCC1CCCCC1. As a reaction SMILES: [CH3:1][O:2][C:3]([CH:4]([NH:5][c:6]1[cH:7][c:8]([Cl:13])[c:9]([Cl:12])[cH:10][cH:11]1)[CH3:14])=[O:15].[CH:16]1([CH2:22][OH:23])[CH2:17][CH2:18][CH2:19][CH2:20][CH2:21]1>>[CH2:1]([O:2][C:3]([CH:4]([NH:5][c:6]1[cH:7][c:8]([Cl:13])[c:9]([Cl:12])[cH:10][cH:11]1)[CH3:14])=[O:15])[CH:16]1[CH2:17][CH2:18][CH2:19][CH2:20][CH2:21]1.